This data is from the Open Reaction Database (ORD), a public repository of structured organic reaction records. The task is: describe an organic reaction: reactants, conditions, products, and yield Starting materials: N1N=CC(=C1)C1=CC=NC=C1 (4-(1H-pyrazol-4-yl)pyridine), C(C1=CC=CC=C1)Br (benzyl bromide). Run in CC(C)O (2-propanol). Conditions: time 30 minute. Product: C(C1=CC=CC=C1)N1CCC(=CC1)C=1C=NNC1 (1-benzyl-4-(1H-pyrazol-4-yl)-1,2,3,6-tetrahydropyridine). RXN SMILES: [NH:1]1[CH:5]=[C:4]([C:6]2[CH:11]=[CH:10][N:9]=[CH:8][CH:7]=2)[CH:3]=[N:2]1.[CH2:12](Br)[C:13]1[CH:18]=[CH:17][CH:16]=[CH:15][CH:14]=1>CC(O)C>[CH2:12]([N:9]1[CH2:10][CH:11]=[C:6]([C:4]2[CH:5]=[N:1][NH:2][CH:3]=2)[CH2:7][CH2:8]1)[C:13]1[CH:18]=[CH:17][CH:16]=[CH:15][CH:14]=1. Reported procedure: To a hot (80° C.) solution of 4-(1H-pyrazol-4-yl)pyridine (4.8 g) in 2-propanol was added benzyl bromide (10 mL, 2.5 equiv.) and the resulting mixture heated at reflux for 10 minutes. After cooling in an ice bath, the precipitate was filtered and washed with more 2-propanol and air dried. The solid was suspended in ethanol at 0° C. and sodium borohydride (6.5 g) was added in several portions over 30 minutes, and the mixture was stirred for an additional 30 minutes. The reaction was quenched by c... Reactants: CS(=O)(=O)C1=CC=C(C=C1)C1=CC(=C(C=C1)O)O (4′-methanesulfonyl-biphenyl-3,4-diol), C([O-])([O-])=O.[K+].[K+] (potassium carbonate), CC(=O)CC (methylethylketone), BrC(C)C (2-bromopropane). Conditions: temperature 40 celsius. Yields the product CS(=O)(=O)C1=CC=C(C=C1)C1=CC(=C(C=C1)OC(C)C)OC(C)C (4′-Methanesulfonyl-3,4-diisopropyloxy-biphenyl). Yield: 85.0%. RXN SMILES: [CH3:1][S:2]([C:5]1[CH:10]=[CH:9][C:8]([C:11]2[CH:16]=[CH:15][C:14]([OH:17])=[C:13]([OH:18])[CH:12]=2)=[CH:7][CH:6]=1)(=[O:4])=[O:3].C(=O)([O-])[O-].[K+].[K+].Br[CH:26]([CH3:28])[CH3:27].[CH3:29][C:30]([CH2:32]C)=O>>[CH3:1][S:2]([C:5]1[CH:6]=[CH:7][C:8]([C:11]2[CH:16]=[CH:15][C:14]([O:17][CH:26]([CH3:28])[CH3:27])=[C:13]([O:18][CH:30]([CH3:32])[CH3:29])[CH:12]=2)=[CH:9][CH:10]=1)(=[O:3])=[O:4] |f:1.2.3|. Procedure: 4′-methanesulfonyl-biphenyl-3,4-diol (30 mg) and potassium carbonate (38 mg) were dissolved in methylethylketone. Afterward, 2-bromopropane (0.062 ml) was added and heated for 24 hours at 40° C. After filtering just potassium carbonate, the residue was separated through a silica gel attributed chromatography (an eluting agent: ethylacetate/n-hexane=1/1, v/v). As a result, the present compound (28 mg, productive yield 85%) was obtained. Reactants: C(=O)CCCC12C(NC=3C=CC=C(C13)CCC2)=O (2a-(3-Formylpropyl)-2a,3,4,5-tetrahydro-1H-benz[cd]indol-2-one), Cl.C1(CCC2=CC=CC=C12)N1CCNCC1 (1-(1-indanyl)piperazine hydrochloride), C(C)(=O)O (acetic acid), C(C)(=O)O[BH-](OC(C)=O)OC(C)=O.[Na+] (sodium triacetoxyborohydride). Run in ClCCCl (1,2-dichloroethane), C(C)(=O)OCC (ethyl acetate). Product: C1(CCC2=CC=CC=C12)N1CCN(CC1)CCCCC12C(NC=3C=CC=C(C13)CCC2)=O (2a-(4-(4-(1-Indanyl)-piperazin-1-yl)butyl)-2a,3,4,5-tetrahydro-1H-benz[cd]indol-2-one). RXN SMILES: [CH:1]([CH2:3][CH2:4][CH2:5][C:6]12[CH2:17][CH2:16][CH2:15][C:13]3[C:14]1=[C:9]([CH:10]=[CH:11][CH:12]=3)[NH:8][C:7]2=[O:18])=O.Cl.[CH:20]1([N:29]2[CH2:34][CH2:33][NH:32][CH2:31][CH2:30]2)[C:28]2[C:23](=[CH:24][CH:25]=[CH:26][CH:27]=2)[CH2:22][CH2:21]1.C(O)(=O)C.C(O[BH-](OC(=O)C)OC(=O)C)(=O)C.[Na+]>ClCCCl.C(OCC)(=O)C>[CH:20]1([N:29]2[CH2:34][CH2:33][N:32]([CH2:1][CH2:3][CH2:4][CH2:5][C:6]34[CH2:17][CH2:16][CH2:15][C:13]5[C:14]3=[C:9]([CH:10]=[CH:11][CH:12]=5)[NH:8][C:7]4=[O:18])[CH2:31][CH2:30]2)[C:28]2[C:23](=[CH:24][CH:25]=[CH:26][CH:27]=2)[CH2:22][CH2:21]1 |f:1.2,4.5|. Procedure details: 2a-(3-Formylpropyl)-2a,3,4,5-tetrahydro-1H-benz[cd]indol-2-one (210 mg, 0.90 mmol), 1-(1-indanyl)piperazine hydrochloride (270 mg, 1.0 mmol), acetic acid (540 mg, 9.0 mmol) and sodium triacetoxyborohydride (380 mg, 1.8 mmol) were stirred at room temperature for 20 hours in 1,2-dichloroethane (3 ml). The reaction solution was mixed with ethyl acetate (80 ml), washed with sodium hydroxide aqueous solution (1 N) and saturated brine and dried with anhydrous sodium sulfate, the solvent was removed by...